From a dataset of the Open Reaction Database (ORD), a public repository of structured organic reaction records. describe an organic reaction: reactants, conditions, products, and yield The reactants are [Al+3], Cc1cc(C)c(Nc2nc(Nc3ccc(C#N)cc3)nc3c2ccn3Cc2ccccc2)c(C)c1, [Cl-], [Cl-], [Cl-], Clc1ccccc1Cl, O. Product: Cc1cc(C)c(Nc2nc(Nc3ccc(C#N)cc3)nc3[nH]ccc23)c(C)c1. As a reaction SMILES: [Al+3:37].[CH2:1]([c:2]1[cH:3][cH:4][cH:5][cH:6][cH:7]1)[n:8]1[cH:9][cH:10][c:11]2[c:12]1[n:13][c:14]([NH:27][c:28]1[cH:29][cH:30][c:31]([C:32]#[N:33])[cH:34][cH:35]1)[n:15][c:16]2[NH:17][c:18]1[c:19]([CH3:26])[cH:20][c:21]([CH3:25])[cH:22][c:23]1[CH3:24].[Cl-:36].[Cl-:38].[Cl-:39].[Cl:41][c:42]1[c:43]([Cl:44])[cH:45][cH:46][cH:47][cH:48]1.[OH2:40]>>[nH:8]1[cH:9][cH:10][c:11]2[c:12]1[n:13][c:14]([NH:27][c:28]1[cH:29][cH:30][c:31]([C:32]#[N:33])[cH:34][cH:35]1)[n:15][c:16]2[NH:17][c:18]1[c:19]([CH3:26])[cH:20][c:21]([CH3:25])[cH:22][c:23]1[CH3:24]. Reactants: [Al+3], CCOC(=O)CC1Cc2ccccc2C1, CCOCC, CCOC(C)=O, [H-], [H-], [H-], [H-], [Li+], [Mg+2], O=S(=O)([O-])[O-], O. The product is OCCC1Cc2ccccc2C1. As a reaction SMILES: [Al+3:17].[CH2:1]1[CH:2]([CH2:10][C:11](=[O:12])[O:13][CH2:14][CH3:15])[CH2:3][c:4]2[cH:5][cH:6][cH:7][cH:8][c:9]21.[CH3:23][CH2:24][O:25][CH2:26][CH3:27].[CH3:28][CH2:29][O:30][C:31]([CH3:32])=[O:33].[H-:16].[H-:19].[H-:20].[H-:21].[Li+:18].[Mg+2:34].[O-:35][S:36]([O-:37])(=[O:38])=[O:39].[OH2:22]>>[CH2:1]1[CH:2]([CH2:10][CH2:11][OH:12])[CH2:3][c:4]2[cH:5][cH:6][cH:7][cH:8][c:9]21. Starting materials: CCOC(=O)C1CCCCC1=O (ethyl 2-cyclohexanonecarboxylate), C(CO)O (ethylene glycol), S(=O)(=O)([O-])C1=CC=C(C)C=C1.[NH+]1=CC=CC=C1 (pyridinium tosylate). Run in C1=CC=CC=C1 (benzene). Product: O1CCOC12C(CCCC2)C(=O)OCC (ethyl 1,4-dioxaspiro[4.5]decane-6-carboxylate). Yield: 99.4%. RXN SMILES: [CH3:1][CH2:2][O:3][C:4]([CH:6]1[C:11](=[O:12])[CH2:10][CH2:9][CH2:8][CH2:7]1)=[O:5].[CH2:13](O)[CH2:14][OH:15].S(C1C=CC(C)=CC=1)([O-])(=O)=O.[NH+]1C=CC=CC=1>C1C=CC=CC=1>[O:15]1[C:11]2([CH2:10][CH2:9][CH2:8][CH2:7][CH:6]2[C:4]([O:3][CH2:2][CH3:1])=[O:5])[O:12][CH2:13][CH2:14]1 |f:2.3|. Procedure: To ethyl 2-cyclohexanonecarboxylate (Aldrich, 169.5 g, 1.0 mol) and ethylene glycol (Sigma, 166.7 g, 2,7 mol) in benzene (1.5 L) was added pyridinium tosylate (50.2 g, 0.2 mol). The reaction was refluxed under a nitrogen atmosphere and the water generated was removed using a Dean-Stark trap. After cooling the reaction to room temperature, half of the benzene was removed under reduced pressure and the residue was washed with 25% aqueous NaHCO3, stripped of all solvent, dissolved in CH2Cl2, dried ... Reaction conditions: time 1 hour. Reported procedure: To a stirred solution of 2-bromo-N-[5-chloro-2-(1H-tetraazol-1-yl)benzyl]acetamide (206 mg, 0.62 mmol) in CH2Cl2 (2.5 mL) at room temperature was added cyclopropylamine (500 μL, 7.22 mmol). The resulting yellow solution was stirred under N2 atmosphere for 1 h. The solvent was removed in vacuo and the residue was purified by silica gel chromatography (gradient elution with EtOAc then with 10% MeOH-EtOAc) to afford the title compound as a yellow solid after drying in vacuo. 1H NMR (400 MHz, CDCl3)... As a reaction SMILES: Br[CH2:2][C:3]([NH:5][CH2:6][C:7]1[CH:12]=[C:11]([Cl:13])[CH:10]=[CH:9][C:8]=1[N:14]1[CH:18]=[N:17][N:16]=[N:15]1)=[O:4].[CH:19]1([NH2:22])[CH2:21][CH2:20]1>C(Cl)Cl>[Cl:13][C:11]1[CH:10]=[CH:9][C:8]([N:14]2[CH:18]=[N:17][N:16]=[N:15]2)=[C:7]([CH:12]=1)[CH2:6][NH:5][C:3](=[O:4])[CH2:2][NH:22][CH:19]1[CH2:21][CH2:20]1. The reactants are BrCC(=O)NCC1=C(C=CC(=C1)Cl)N1N=NN=C1 (2-bromo-N-[5-chloro-2-(1H-tetraazol-1-yl)benzyl]acetamide), C1(CC1)N (cyclopropylamine). Run in C(Cl)Cl (CH2Cl2). The product is ClC=1C=CC(=C(CNC(CNC2CC2)=O)C1)N1N=NN=C1 (N1-[5-chloro-2-(1H-tetraazol-1-yl)benzyl]-N2-cyclopropylglycinamide).